Dataset: the Open Reaction Database (ORD), a public repository of structured organic reaction records. Task: describe an organic reaction: reactants, conditions, products, and yield Reactants: N#Cc1ccc(CBr)cc1, O=C([O-])[O-], CCO, [I-], [K+], [K+], [Na+], Cc1cc2c(O)cccc2o1. Product: Cc1cc2c(OCc3ccc(C#N)cc3)cccc2o1. RXN SMILES: [Br:12][CH2:13][c:14]1[cH:15][cH:16][c:17]([C:18]#[N:19])[cH:20][cH:21]1.[C:22](=[O:23])([O-:24])[O-:25].[CH3:30][CH2:31][OH:32].[I-:29].[K+:26].[K+:27].[Na+:28].[OH:1][c:2]1[cH:3][cH:4][cH:5][c:6]2[c:7]1[cH:8][c:9]([CH3:11])[o:10]2>>[O:1]([c:2]1[cH:3][cH:4][cH:5][c:6]2[c:7]1[cH:8][c:9]([CH3:11])[o:10]2)[CH2:13][c:14]1[cH:15][cH:16][c:17]([C:18]#[N:19])[cH:20][cH:21]1. Starting materials: O (water), [Br-].C(C1=CC=CC=C1)[P+](C1=CC=CC=C1)(C1=CC=CC=C1)C1=CC=CC=C1 (benzyltriphenylphosphonium bromide), C([O-])([O-])=O.[K+].[K+] (potassium carbonate), FC(C1=CC=C(C=C1)C1=NNC(=C1)C=O)(F)F (3-[4-(Trifluoromethyl)phenyl]-1H-pyrazole-5-carbaldehyde). The reagents and catalysts are [C].[Pd] (palladium-carbon). Solvent: C(C)O (ethanol), CN(C=O)C (N,N-dimethylformamide), O1CCCC1 (tetrahydrofuran). Reaction conditions: time 14 hour. Product: C1(=CC=CC=C1)CCC1=CC(=NN1)C1=CC=C(C=C1)C(F)(F)F (5-(2-phenylethyl)-3-[4-(trifluoromethyl)phenyl]-1H-pyrazole). The yield is 55.6%. RXN SMILES: [F:1][C:2]([F:17])([F:16])[C:3]1[CH:8]=[CH:7][C:6]([C:9]2[CH:13]=[C:12]([CH:14]=O)[NH:11][N:10]=2)=[CH:5][CH:4]=1.[Br-].[CH2:19]([P+](C1C=CC=CC=1)(C1C=CC=CC=1)C1C=CC=CC=1)[C:20]1[CH:25]=[CH:24][CH:23]=[CH:22][CH:21]=1.C(=O)([O-])[O-].[K+].[K+].O>CN(C)C=O.O1CCCC1.C(O)C.[C].[Pd]>[C:20]1([CH2:19][CH2:14][C:12]2[NH:11][N:10]=[C:9]([C:6]3[CH:7]=[CH:8][C:3]([C:2]([F:17])([F:16])[F:1])=[CH:4][CH:5]=3)[CH:13]=2)[CH:25]=[CH:24][CH:23]=[CH:22][CH:21]=1 |f:1.2,3.4.5,10.11|. Reported procedure: 3-[4-(Trifluoromethyl)phenyl]-1H-pyrazole-5-carbaldehyde (1.20 g, 5.0 mmol) was dissolved in N,N-dimethylformamide (10 mL), and benzyltriphenylphosphonium bromide (3.25 g, 7.5 mmol) and potassium carbonate (2.76 g, 20.0 mmol) were added. The mixture was stirred at room temperature for 14 hr. The reaction mixture was poured into water, and the mixture was extracted with ethyl acetate. The ethyl acetate layer was dried over anhydrous magnesium sulfate and concentrated. The residue was purified by ... Reactants: BrC=1C=C2C(C(NC(C2=CC1)=O)=O)=COC (6-bromo-4-(methoxymethylene)-isoquinoline-1,3(2H,4H)-dione), CN(C=O)C (dimethylformamide), NCCCN1C(CCC1)=O (1-(3-aminopropyl)pyrrolidin-2-one). The solvent is CCOCC (ether). Reaction conditions: time 1 hour. Product: BrC=1C=C2/C(/C(NC(C2=CC1)=O)=O)=C/NCCCN1C(CCC1)=O ((Z)-6-Bromo-4-((3-(2-oxopyrrolidin-1-yl)propylamino)methylene)isoquinoline-1,3(2H,4H)-dione). Yield: 65.0%. Reaction SMILES: [Br:1][C:2]1[CH:3]=[C:4]2[C:9](=[CH:10][CH:11]=1)[C:8](=[O:12])[NH:7][C:6](=[O:13])[C:5]2=[CH:14]OC.CN(C)C=O.[NH2:22][CH2:23][CH2:24][CH2:25][N:26]1[CH2:30][CH2:29][CH2:28][C:27]1=[O:31]>CCOCC>[Br:1][C:2]1[CH:3]=[C:4]2[C:9](=[CH:10][CH:11]=1)[C:8](=[O:12])[NH:7][C:6](=[O:13])/[C:5]/2=[CH:14]\[NH:22][CH2:23][CH2:24][CH2:25][N:26]1[CH2:30][CH2:29][CH2:28][C:27]1=[O:31]. Procedure: A mixture of 6-bromo-4-(methoxymethylene)-isoquinoline-1,3(2H,4H)-dione (70.5 mg, 0.25 mmole), dimethylformamide (2 mL) and 1-(3-aminopropyl)pyrrolidin-2-one (35.6 mg, 0.25 mmole) is stirred at room temperature for one hour. The reaction mixture is diluted with ether, filtered and washed with fresh ether and dried to give a beige solid, 63.5 mg, (65% yield) MS (ES+): 392.2, (M+H). Starting materials: BrC1=C(C=C(C=C1)S(=O)(=O)CC)F (1-Bromo-4-(ethylsulfonyl)-2-fluoro-benzene), C(C1=CC=CC=C1)OC1=C(C=C(C=C1)Cl)B(O)O ([2-(Benzyloxy)-5-chlorophenyl]boronic acid). The product is ClC=1C=CC(=C(C1)C1=C(C=C(C=C1)S(=O)(=O)CC)F)OCC1=CC=CC=C1 ([[[5-Chloro-4′-(ethylsulfonyl)-2′-fluoro[1,1′-biphenyl]-2-yl]oxy]methyl]-benzene). Reaction SMILES: Br[C:2]1[CH:7]=[CH:6][C:5]([S:8]([CH2:11][CH3:12])(=[O:10])=[O:9])=[CH:4][C:3]=1[F:13].[CH2:14]([O:21][C:22]1[CH:27]=[CH:26][C:25]([Cl:28])=[CH:24][C:23]=1B(O)O)[C:15]1[CH:20]=[CH:19][CH:18]=[CH:17][CH:16]=1>>[Cl:28][C:25]1[CH:26]=[CH:27][C:22]([O:21][CH2:14][C:15]2[CH:16]=[CH:17][CH:18]=[CH:19][CH:20]=2)=[C:23]([C:2]2[CH:7]=[CH:6][C:5]([S:8]([CH2:11][CH3:12])(=[O:10])=[O:9])=[CH:4][C:3]=2[F:13])[CH:24]=1. Reported procedure: The subtitle compound was prepared by the method of example 1 step (ii) using the product from step (ii) and the product from example 16 step (ii). Yield 0.55 g The reactants are CC(C)(C)OC(=O)NC(CC(=O)N1CCn2c(C(F)(F)F)nc(C(=O)O)c2C1)Cc1cc(F)c(F)cc1F, CCO, Cl. Product: Cl, NC(CC(=O)N1CCn2c(C(F)(F)F)nc(C(=O)O)c2C1)Cc1cc(F)c(F)cc1F. As a reaction SMILES: [C:1]([O:2][C:3](=[O:4])[NH:8][CH:9]([CH2:10][C:11](=[O:12])[N:13]1[CH2:14][c:15]2[n:16]([c:19]([C:25]([F:26])([F:27])[F:28])[n:20][c:21]2[C:22](=[O:23])[OH:24])[CH2:17][CH2:18]1)[CH2:29][c:30]1[c:31]([F:38])[cH:32][c:33]([F:37])[c:34]([F:36])[cH:35]1)([CH3:5])([CH3:6])[CH3:7].[CH3:40][CH2:41][OH:42].[ClH:39]>>[ClH:39].[NH2:8][CH:9]([CH2:10][C:11](=[O:12])[N:13]1[CH2:14][c:15]2[n:16]([c:19]([C:25]([F:26])([F:27])[F:28])[n:20][c:21]2[C:22](=[O:23])[OH:24])[CH2:17][CH2:18]1)[CH2:29][c:30]1[c:31]([F:38])[cH:32][c:33]([F:37])[c:34]([F:36])[cH:35]1. The reactants are C(C)(C)(C)OC(=O)N1CCC(CC1)N1N=C(N=C1)COC1=C(C=C(C=C1)S(=O)(=O)C)F (4-[3-(2-fluoro-4-methanesulfonyl-phenoxymethyl)-[1,2,4]triazol-1-yl]-piperidine-1-carboxylic acid tert-butyl ester), Cl (HCl). Solvent: CO (methanol), O1CCOCC1 (dioxane). Run at time 30 minute. The product is Cl.FC1=C(OCC2=NN(C=N2)C2CCNCC2)C=CC(=C1)S(=O)(=O)C (4-[3-(2-Fluoro-4-methanesulfonyl-phenoxymethyl)-[1,2,4]triazol-1-yl]-piperidine hydrochloride), Cl (HCl). Reaction SMILES: C(OC([N:8]1[CH2:13][CH2:12][CH:11]([N:14]2[CH:18]=[N:17][C:16]([CH2:19][O:20][C:21]3[CH:26]=[CH:25][C:24]([S:27]([CH3:30])(=[O:29])=[O:28])=[CH:23][C:22]=3[F:31])=[N:15]2)[CH2:10][CH2:9]1)=O)(C)(C)C.[ClH:32]>CO.O1CCOCC1>[ClH:32].[F:31][C:22]1[CH:23]=[C:24]([S:27]([CH3:30])(=[O:29])=[O:28])[CH:25]=[CH:26][C:21]=1[O:20][CH2:19][C:16]1[N:17]=[CH:18][N:14]([CH:11]2[CH2:12][CH2:13][NH:8][CH2:9][CH2:10]2)[N:15]=1.[ClH:32] |f:4.5|. Procedure details: A solution of 4-[3-(2-fluoro-4-methanesulfonyl-phenoxymethyl)-[1,2,4]triazol-1-yl]-piperidine-1-carboxylic acid tert-butyl ester (see Example 1, 0.249 g, 2.74 mmol) in methanol (10 mL) was treated with 10 mL of 4N HCl in dioxane. The resulting solution was stirred at room temperature for 30 minutes and the solvent was removed in vacuo to afford the desired product as an HCl salt which was used without further purification. RXN SMILES: [CH2:27]1[CH2:28][CH2:29][NH:30][CH2:31][CH2:32]1.[CH3:33][C:34](=[O:35])[OH:36].[Cl:18][c:19]1[c:20]([CH:21]=[O:22])[cH:23][cH:24][cH:25][cH:26]1.[OH:1][c:2]1[c:3]([C:8]([CH2:9][C:10](=[O:11])[O:12][C:13]([CH3:14])([CH3:15])[CH3:16])=[O:17])[cH:4][cH:5][cH:6][cH:7]1>>[OH:1][c:2]1[c:3]([C:8]([C:9]([C:10](=[O:11])[O:12][C:13]([CH3:14])([CH3:15])[CH3:16])=[CH:21][c:20]2[c:19]([Cl:18])[cH:26][cH:25][cH:24][cH:23]2)=[O:17])[cH:4][cH:5][cH:6][cH:7]1. Product: CC(C)(C)OC(=O)C(=Cc1ccccc1Cl)C(=O)c1ccccc1O. The reactants are C1CCNCC1, CC(=O)O, O=Cc1ccccc1Cl, CC(C)(C)OC(=O)CC(=O)c1ccccc1O. The reactants are CN(C)C=O, Clc1ccc2ccccc2n1, [K+], [K+], O=C([O-])[O-], C1CC2(CCN1)OCCO2, O. Product: c1ccc2nc(N3CCC4(CC3)OCCO4)ccc2c1. As a reaction SMILES: [CH3:28][N:29]([CH3:30])[CH:31]=[O:32].[Cl:1][c:2]1[n:3][c:4]2[cH:5][cH:6][cH:7][cH:8][c:9]2[cH:10][cH:11]1.[K+:22].[K+:23].[O-:24][C:25]([O-:26])=[O:27].[O:12]1[CH2:13][CH2:14][O:15][C:16]12[CH2:17][CH2:18][NH:19][CH2:20][CH2:21]2.[OH2:33]>>[c:2]1([N:19]2[CH2:18][CH2:17][C:16]3([O:12][CH2:13][CH2:14][O:15]3)[CH2:21][CH2:20]2)[n:3][c:4]2[cH:5][cH:6][cH:7][cH:8][c:9]2[cH:10][cH:11]1.